The task is: describe an organic reaction: reactants, conditions, products, and yield. This data is from the Open Reaction Database (ORD), a public repository of structured organic reaction records. Starting materials: C(C)(=O)OCC (ethyl acetate), BrC=1C=C2CC[C@@H](CC2=CC1)N1C(C2=CC=C(C=C2CC1)OC[C@H]1OCCC1)=O (2-((S)-6-bromo-1,2,3,4-tetrahydronaphthalen-2-yl)-6-[(S)-1-(tetra-hydrofuran-2-yl)methoxy]-3,4-dihydro-2H-isoquinolin-1-one), C(CCC)P(C12CC3CC(CC(C1)C3)C2)C23CC1CC(CC(C2)C1)C3 (butyldi-1-adamantylphosphine), CN(C)CCN(C)C (TMEDA), C1(=CC=CC=C1)C (toluene). The reagents and catalysts are C(C)(=O)[O-].[Pd+2].C(C)(=O)[O-] (palladium(II) acetate). Conditions: temperature 120 celsius. Product: O=C1N(CCC2=CC(=CC=C12)OC[C@H]1OCCC1)[C@@H]1CC=2C=CC(=CC2CC1)C=O ((S)-6-{1-oxo-6-[(S)-1-(tetrahydrofuran-2-yl)methoxy]-3,4-dihydro-1H-isoquinolin-2-yl}-5,6,7,8-tetrahydronaphthalene-2-carbaldehyde). Reaction SMILES: Br[C:2]1[CH:3]=[C:4]2[C:9](=[CH:10][CH:11]=1)[CH2:8][C@@H:7]([N:12]1[CH2:21][CH2:20][C:19]3[C:14](=[CH:15][CH:16]=[C:17]([O:22][CH2:23][C@@H:24]4[CH2:28][CH2:27][CH2:26][O:25]4)[CH:18]=3)[C:13]1=[O:29])[CH2:6][CH2:5]2.C(P(C12CC3CC(CC(C3)C1)C2)C12CC3CC(CC(C3)C1)C2)CCC.CN(CCN(C)C)C.C1(C)C=CC=CC=1.[C:70](OCC)(=[O:72])C>C([O-])(=O)C.[Pd+2].C([O-])(=O)C>[O:29]=[C:13]1[C:14]2[C:19](=[CH:18][C:17]([O:22][CH2:23][C@@H:24]3[CH2:28][CH2:27][CH2:26][O:25]3)=[CH:16][CH:15]=2)[CH2:20][CH2:21][N:12]1[C@H:7]1[CH2:6][CH2:5][C:4]2[CH:3]=[C:2]([CH:70]=[O:72])[CH:11]=[CH:10][C:9]=2[CH2:8]1 |f:5.6.7|. Reported procedure: A mixture of 2-((S)-6-bromo-1,2,3,4-tetrahydronaphthalen-2-yl)-6-[(S)-1-(tetra-hydrofuran-2-yl)methoxy]-3,4-dihydro-2H-isoquinolin-1-one (1.10 g), palladium(II) acetate (16.2 mg), butyldi-1-adamantylphosphine (77 mg), TMEDA (0.27 ml) and toluene (22 ml) was heated to 120° C. in an autoclave under a hydrogen/carbon monoxide atmosphere for 14 hours. The cooled reaction mixture was diluted with ethyl acetate and washed first with dilute hydrochloric acid and then with sodium hydrogen carbonate solu...